This data is from the Open Reaction Database (ORD), a public repository of structured organic reaction records. The task is: describe an organic reaction: reactants, conditions, products, and yield Starting materials: C1CCOC1, CCCC[N+](CCCC)(CCCC)CCCC, C[Si](C)(C)C#Cc1cccnc1N, [F-], O. The product is C#Cc1cccnc1N. As a reaction SMILES: [CH2:1]1[O:2][CH2:3][CH2:4][CH2:5]1.[CH3:20][CH2:21][CH2:22][CH2:23][N+:24]([CH2:25][CH2:26][CH2:27][CH3:28])([CH2:29][CH2:30][CH2:31][CH3:32])[CH2:33][CH2:34][CH2:35][CH3:36].[CH3:6][Si:7]([CH3:8])([CH3:9])[C:10]#[C:11][c:12]1[c:13]([NH2:18])[n:14][cH:15][cH:16][cH:17]1.[F-:19].[OH2:37]>>[CH:10]#[C:11][c:12]1[c:13]([NH2:18])[n:14][cH:15][cH:16][cH:17]1. Starting materials: ClC1=NC=NC(=C1C)Cl (4,6-dichloro-5-methylpyrimidine), potassium cyclopropyl(trifluoro)borate, C([O-])([O-])=O.[Cs+].[Cs+] (cesium carbonate), C1(=CC=CC=C1)C (toluene). Reagents/catalysts: C(C)(=O)[O-].[Pd+2].C(C)(=O)[O-] (palladium(II) acetate), C12(CC3CC(CC(C1)C3)C2)P(CCCC)C23CC1CC(CC(C2)C1)C3 (di(1-adamantyl)-n-butylphosphine). Run at temperature 100 celsius, time 24 hour. Product: ClC1=NC=NC(=C1C)C1CC1 (4-chloro-6-cyclopropyl-5-methylpyrimidine). Reaction SMILES: [Cl:1][C:2]1[C:7]([CH3:8])=[C:6](Cl)[N:5]=[CH:4][N:3]=1.C(=O)([O-])[O-].[Cs+].[Cs+].[C:16]1([CH3:22])C=CC=C[CH:17]=1>C([O-])(=O)C.[Pd+2].C([O-])(=O)C.C12(P(C34CC5CC(CC(C5)C3)C4)CCCC)CC3CC(CC(C3)C1)C2>[Cl:1][C:2]1[C:7]([CH3:8])=[C:6]([CH:22]2[CH2:16][CH2:17]2)[N:5]=[CH:4][N:3]=1 |f:1.2.3,5.6.7|. Procedure details: To a stirred solution of 4,6-dichloro-5-methylpyrimidine (1 g, 6.13 mmol) in toluene (38.2 ml) was added potassium cyclopropyl(trifluoro)borate (0.999 g, 6.75 mmol), di(1-adamantyl)-n-butylphosphine (0.066 g, 0.184 mmol), palladium(II) acetate (0.028 g, 0.123 mmol), cesium carbonate (6.00 g, 18.40 mmol) and the reaction mixture stirred under argon at 100° C. for 24 hours. The reaction mixture was washed with water and extracted with ethyl acetate (3×25 mL). The organic layers were collected, dri... The reactants are S1C(=CC=C1)C=O (thiophene-2-carbaldehyde), C(=O)(OCC1C2=CC=CC=C2C2=CC=CC=C12)N=C=S (Fmoc isothiocyanate), C(C)NCC (diethyl amine), Cl.C(C)(C)(C)OC(CCN)=O (beta-alanine tert-butyl ester hydrochloride), C(C)(=O)O[BH-](OC(C)=O)OC(C)=O.[Na+] (sodium triacetoxyborohydride). The product is C(C)(C)(C)OC(CCN(C(=S)N)CC=1SC=CC1)=O (3-(1-Thiophen-2-ylmethyl-thioureido)-propionic acid tert-butyl ester). RXN SMILES: [S:1]1[CH:5]=[CH:4][CH:3]=[C:2]1[CH:6]=O.Cl.[C:9]([O:13][C:14](=[O:18])[CH2:15][CH2:16][NH2:17])([CH3:12])([CH3:11])[CH3:10].C(O[BH-](OC(=O)C)OC(=O)C)(=O)C.[Na+].C([N:50]=[C:51]=[S:52])(OCC1C2C(=CC=CC=2)C2C1=CC=CC=2)=O.C(NCC)C>>[C:9]([O:13][C:14](=[O:18])[CH2:15][CH2:16][N:17]([CH2:6][C:2]1[S:1][CH:5]=[CH:4][CH:3]=1)[C:51]([NH2:50])=[S:52])([CH3:12])([CH3:11])[CH3:10] |f:1.2,3.4|. Procedure: 3-(1-Thiophen-2-ylmethyl-thioureido)-propionic acid tert-butyl ester was prepared (750 mg) following general procedure D using thiophene-2-carbaldehyde (0.466 mL, 5 mmol), beta-alanine tert-butyl ester hydrochloride (905 mg, 5 mmol), sodium triacetoxyborohydride (1.27 g, 6 mmol), Fmoc isothiocyanate (1.4 g, 95.3%, 5 mmol), and diethyl amine (2 mL). LCMS m/z: 301 (M+1)+.